This data is from the Open Reaction Database (ORD), a public repository of structured organic reaction records. The task is: describe an organic reaction: reactants, conditions, products, and yield Reactants: COC1=CC=NC=C1 (4-methoxypyridine), BrCCCC(=O)Cl (4-bromobutyryl chloride), FC=1C=C(C=C(C1F)F)[Mg]Br (3,4,5-trifluorophenylmagnesium bromide). Reported procedure: 1.02 g of the title compound was obtained from 4-methoxypyridine (1.52 mL), 3,4,5-trifluorophenylmagnesium bromide (0.3 M solution in THF, 50 mL), and 4-bromobutyryl chloride (1.74 mL) according to the method described in Tetrahedron Letters, 1986, vol. 27, p. 4549-4552. The property values of the compound are as follows. As a reaction SMILES: C[O:2][C:3]1[CH:8]=[CH:7][N:6]=[CH:5][CH:4]=1.[Br:9][CH2:10][CH2:11][CH2:12][C:13](Cl)=[O:14].[F:16][C:17]1[CH:18]=[C:19]([Mg]Br)[CH:20]=[C:21]([F:24])[C:22]=1[F:23]>>[Br:9][CH2:10][CH2:11][CH2:12][C:13]([N:6]1[CH:7]=[CH:8][C:3](=[O:2])[CH2:4][CH:5]1[C:19]1[CH:18]=[C:17]([F:16])[C:22]([F:23])=[C:21]([F:24])[CH:20]=1)=[O:14]. Product: BrCCCC(=O)N1C(CC(C=C1)=O)C1=CC(=C(C(=C1)F)F)F (1-(4-bromobutyryl)-2-(3,4,5-trifluorophenyl)-2,3-dihydro-1H-pyridin-4-one). Starting materials: O=C([O-])[O-], COC(C)(C)C, O=COCC(F)(F)F, [K+], [K+], C1CCOC1, O, CC1(C)NC(=O)N(CC(COc2ccc(-c3ccc(OC(F)(F)F)cc3)cc2)NO)C1=O, Cc1ccc(S(=O)(=O)O)cc1. The product is CC1(C)NC(=O)N(CC(COc2ccc(-c3ccc(OC(F)(F)F)cc3)cc2)N(O)C=O)C1=O. RXN SMILES: [C:57](=[O:58])([O-:59])[O-:60].[CH3:63][O:64][C:65]([CH3:66])([CH3:67])[CH3:68].[CH:49]([O:50][CH2:51][C:52]([F:53])([F:54])[F:55])=[O:56].[K+:61].[K+:62].[O:44]1[CH2:45][CH2:48][CH2:47][CH2:46]1.[OH2:69].[OH:1][NH:2][CH:3]([CH2:4][N:5]1[C:6](=[O:13])[NH:7][C:8]([CH3:11])([CH3:12])[C:9]1=[O:10])[CH2:14][O:15][c:16]1[cH:17][cH:18][c:19](-[c:22]2[cH:23][cH:24][c:25]([O:28][C:29]([F:30])([F:31])[F:32])[cH:26][cH:27]2)[cH:20][cH:21]1.[c:33]1([CH3:34])[cH:35][cH:36][c:37]([S:38]([OH:39])(=[O:40])=[O:41])[cH:42][cH:43]1>>[OH:1][N:2]([CH:3]([CH2:4][N:5]1[C:6](=[O:13])[NH:7][C:8]([CH3:11])([CH3:12])[C:9]1=[O:10])[CH2:14][O:15][c:16]1[cH:17][cH:18][c:19](-[c:22]2[cH:23][cH:24][c:25]([O:28][C:29]([F:30])([F:31])[F:32])[cH:26][cH:27]2)[cH:20][cH:21]1)[CH:45]=[O:44]. Reactants: [Li]CCCC, C1CCOC1, CCOC(=O)C(F)(F)F, Sc1nccs1. Product: O=C(c1cnc(S)s1)C(F)(F)F. RXN SMILES: [CH2:1]([Li:2])[CH2:3][CH2:4][CH3:5].[CH2:21]1[O:22][CH2:23][CH2:24][CH2:25]1.[F:12][C:13]([C:14](=[O:15])[O:16][CH2:17][CH3:18])([F:19])[F:20].[s:6]1[c:7]([SH:11])[n:8][cH:9][cH:10]1>>[s:6]1[c:7]([SH:11])[n:8][cH:9][c:10]1[C:14]([C:13]([F:12])([F:19])[F:20])=[O:15].